Dataset: the Open Reaction Database (ORD), a public repository of structured organic reaction records. Task: describe an organic reaction: reactants, conditions, products, and yield Reactants: O=C([O-])[O-], O=[N+]([O-])c1ccc(O)c(OCc2ccccc2)c1, [K+], [K+], Cc1ccc(S(=O)(=O)OCC2CO2)cc1, CN(C)C=O, O. Product: O=[N+]([O-])c1ccc(OCC2CO2)c(OCc2ccccc2)c1. Reaction SMILES: [C:19](=[O:20])([O-:21])[O-:22].[CH2:1]([c:2]1[cH:3][cH:4][cH:5][cH:6][cH:7]1)[O:8][c:9]1[c:10]([OH:18])[cH:11][cH:12][c:13]([N+:15](=[O:16])[O-:17])[cH:14]1.[K+:23].[K+:24].[O:25]([S:26]([c:27]1[cH:28][cH:29][c:30]([CH3:31])[cH:32][cH:33]1)(=[O:34])=[O:35])[CH2:36][CH:37]1[CH2:38][O:39]1.[O:40]=[CH:41][N:42]([CH3:43])[CH3:44].[OH2:45]>>[CH2:1]([c:2]1[cH:3][cH:4][cH:5][cH:6][cH:7]1)[O:8][c:9]1[c:10]([O:18][CH2:36][CH:37]2[CH2:38][O:39]2)[cH:11][cH:12][c:13]([N+:15](=[O:16])[O-:17])[cH:14]1. Procedure: 4-((1′-Acetyl-1-((5-chlorothiazol-2-yl)carbamoyl)spiro[indoline-3,3′-pyrrolidin]-5-yl)oxy)butanoic acid and methylamine hydrochloride The product is C(C)(=O)N1CC2(CC1)CN(C1=CC=C(C=C12)OCCCC(=O)NC)C(=O)NC=1SC(=CN1)Cl (1′-Acetyl-N-(5-chlorothiazol-2-yl)-5-(4-(methylamino)-4-oxobutoxy)spiro[indoline-3,3′-pyrrolidine]-1-carboxamide). Reaction SMILES: [C:1]([N:4]1[CH2:8][CH2:7][C:6]2([C:16]3[C:11](=[CH:12][CH:13]=[C:14]([O:17][CH2:18][CH2:19][CH2:20][C:21](O)=[O:22])[CH:15]=3)[N:10]([C:24](=[O:32])[NH:25][C:26]3[S:27][C:28]([Cl:31])=[CH:29][N:30]=3)[CH2:9]2)[CH2:5]1)(=[O:3])[CH3:2].Cl.[CH3:34][NH2:35]>>[C:1]([N:4]1[CH2:8][CH2:7][C:6]2([C:16]3[C:11](=[CH:12][CH:13]=[C:14]([O:17][CH2:18][CH2:19][CH2:20][C:21]([NH:35][CH3:34])=[O:22])[CH:15]=3)[N:10]([C:24]([NH:25][C:26]3[S:27][C:28]([Cl:31])=[CH:29][N:30]=3)=[O:32])[CH2:9]2)[CH2:5]1)(=[O:3])[CH3:2] |f:1.2|. The reactants are C(C)(=O)N1CC2(CC1)CN(C1=CC=C(C=C12)OCCCC(=O)O)C(NC=1SC(=CN1)Cl)=O (4-((1′-Acetyl-1-((5-chlorothiazol-2-yl)carbamoyl)spiro[indoline-3,3′-pyrrolidin]-5-yl)oxy)butanoic acid), Cl.CN (methylamine hydrochloride). Reactants: C(C=C)(=O)OCC (ethyl acrylate), C(C1=CC=CC=C1)N1CCN(CC1)C1CCNCC1 (1-benzyl-4-piperidin-4-yl-piperazine). Run in CCO (EtOH). Run at time 8 hour. Product: N1(CCNCC1)C1CCN(CC1)CCC(=O)OCC (Ethyl 3-(4-piperazin-1-yl-piperidin-1-yl)-propionate). RXN SMILES: [C:1]([O:5][CH2:6][CH3:7])(=[O:4])[CH:2]=[CH2:3].C([N:15]1[CH2:20][CH2:19][N:18]([CH:21]2[CH2:26][CH2:25][NH:24][CH2:23][CH2:22]2)[CH2:17][CH2:16]1)C1C=CC=CC=1>CCO>[N:18]1([CH:21]2[CH2:26][CH2:25][N:24]([CH2:3][CH2:2][C:1]([O:5][CH2:6][CH3:7])=[O:4])[CH2:23][CH2:22]2)[CH2:19][CH2:20][NH:15][CH2:16][CH2:17]1. Reported procedure: 5.5 mL (50.8 mmol) ethyl acrylate were added to a solution of 11.7 g (44.9 mmol) 1-benzyl-4-piperidin-4-yl-piperazine in 120 mL dry EtOH and the reaction mixture was refluxed for 1 h and then stirred overnight at RT. The solvent was eliminated i.vac. and the residue was dried for 1 h under an oil pump vacuum. The crude product was reacted further without purification. The reactants are CN1CCNCC1, CCOC(C)=O, CC#N, O, O=C(Nc1cccc(CO)c1)OCCCCl. Yields the product CN1CCN(CCCOC(=O)Nc2cccc(CO)c2)CC1. As a reaction SMILES: [CH3:1][N:2]1[CH2:3][CH2:4][NH:5][CH2:6][CH2:7]1.[CH3:25][CH2:26][O:27][C:28](=[O:29])[CH3:30].[CH3:31][C:32]#[N:33].[OH2:24].[OH:8][CH2:9][c:10]1[cH:11][c:12]([NH:16][C:17]([O:18][CH2:19][CH2:20][CH2:21][Cl:22])=[O:23])[cH:13][cH:14][cH:15]1>>[CH3:1][N:2]1[CH2:3][CH2:4][N:5]([CH2:21][CH2:20][CH2:19][O:18][C:17]([NH:16][c:12]2[cH:11][c:10]([CH2:9][OH:8])[cH:15][cH:14][cH:13]2)=[O:23])[CH2:6][CH2:7]1. The reactants are ClC1=CC=C(C=C1)NN (4-chlorophenylhydrazine), ClC1=CC(=C(C=C1)NN)F (4-chloro-2-fluorophenylhydrazine), ClC1=CC=C(C=C1)N1NC2=C(C1=O)CCC2 (2-(4-chlorophenyl)-1,4,5,6-tetrahydrocyclopentapyrazol-3(2H)-one). Yields the product ClC1=CC(=C(C=C1)N1NC2=C(C1=O)CCC2)F (2-(4-chloro-2-fluorophenyl)-1,4,5,6-tetrahydrocyclopentapyrazol-3(2H)-one). RXN SMILES: ClC1C=CC(NN)=CC=1.[Cl:10][C:11]1[CH:16]=[CH:15][C:14]([NH:17][NH2:18])=[C:13]([F:19])[CH:12]=1.ClC1C=CC(N2[C:31](=[O:32])[C:30]3[CH2:33][CH2:34][CH2:35][C:29]=3N2)=CC=1>>[Cl:10][C:11]1[CH:16]=[CH:15][C:14]([N:17]2[C:31](=[O:32])[C:30]3[CH2:33][CH2:34][CH2:35][C:29]=3[NH:18]2)=[C:13]([F:19])[CH:12]=1. Procedure details: By substituting 4-chlorophenylhydrazine in the former procedure for 4-chloro-2-fluorophenylhydrazine, 2-(4-chlorophenyl)-1,4,5,6-tetrahydrocyclopentapyrazol-3(2H)-one was prepared, m.p. 193.5°-195°. Reactants: C(C)OC1=C2C(=C(C3=CC=CC=C13)OCC)C(=O)OC2=O (1,4-Diethoxy-2,3-naphthalenedicarboxylic anhydride), NC1=CC=C(C=C1)CC(=O)OCC (ethyl (4-aminophenyl)acetate), O (water). The solvent is C(C)(=O)O (acetic acid). Product: C(C)OC(CC1=CC=C(C=C1)N1C(C=2C(=C3C(=C(C2C1=O)OCC)C=CC=C3)OCC)=O)=O (ethyl[4-(4,9-diethoxy-1,3-dioxo-1,3-dihydro-2H-benzo[f]isoindol-2-yl)phenyl]acetate). As a reaction SMILES: [CH2:1]([O:3][C:4]1[C:13]2[C:8](=[CH:9][CH:10]=[CH:11][CH:12]=2)[C:7]([O:14][CH2:15][CH3:16])=[C:6]2[C:17]([O:19][C:20](=O)[C:5]=12)=[O:18])[CH3:2].[NH2:22][C:23]1[CH:28]=[CH:27][C:26]([CH2:29][C:30]([O:32][CH2:33][CH3:34])=[O:31])=[CH:25][CH:24]=1.O>C(O)(=O)C>[CH2:33]([O:32][C:30](=[O:31])[CH2:29][C:26]1[CH:25]=[CH:24][C:23]([N:22]2[C:20](=[O:19])[C:5]3[C:4]([O:3][CH2:1][CH3:2])=[C:13]4[CH:12]=[CH:11][CH:10]=[CH:9][C:8]4=[C:7]([O:14][CH2:15][CH3:16])[C:6]=3[C:17]2=[O:18])=[CH:28][CH:27]=1)[CH3:34]. Procedure: 1,4-Diethoxy-2,3-naphthalenedicarboxylic anhydride (23.3 g, 81.5 mmol) and ethyl (4-aminophenyl)acetate (14.8 g, 82 mmol) were refluxed under nitrogen in acetic acid (160 ml) overnight. The mixture was cooled to room temperature and poured into water (1 L). The white solid was filtered, washed with water and dissolved in dichloromethane (800 ml). The solution was washed with water, brine and dried (MgSO4) and the solvent evaporated under vacuum to give ethyl[4-(4,9-diethoxy-1,3-dioxo-1,3-dihydro...